From a dataset of the Open Reaction Database (ORD), a public repository of structured organic reaction records. describe an organic reaction: reactants, conditions, products, and yield Starting materials: Cl.NCC1=NC=CC(=C1)C1=NC(=C(C(=N1)NS(=O)(=O)C1=NC=C(C=C1)C)OC1=C(C=CC=C1)OC)OC (5-methyl-pyridine-2-sulfonic acid [2-(2-aminomethyl-pyridin-4-yl)-6-methoxy-5-(2-methoxy-phenoxy)-pyrimidin-4-yl]-amide hydrochloride), Cl.NCC1=NC=CC(=C1)C1=NC(=C(C(=N1)NS(=O)(=O)C1=NC=C(C=C1)C)OC1=C(C=CC=C1)OC)OC (5-methyl-pyridine-2-sulfonic acid [2-(2-aminomethyl-pyridin-4-yl)-6-methoxy-5-(2-methoxy-phenoxy)-pyrimidin-4-yl]-amide hydrochloride), C(C)N(C(C)C)C(C)C (N-ethyldiisopropylamine), CS(=O)(=O)Cl (methanesulfonyl chloride), Cl (HCl). The solvent is C(Cl)Cl (CH2Cl2), C(Cl)Cl.CO (CH2Cl2 MeOH). Product: CS(=O)(=O)NCC1=NC=CC(=C1)C1=NC(=C(C(=N1)NS(=O)(=O)C1=NC=C(C=C1)C)OC1=C(C=CC=C1)OC)OC (5-methyl-pyridine-2-sulfonic acid [2-[2-(methanesulfonylamino-methyl)-pyridin-4-yl]-6-methoxy-5-(2-methoxy-phenoxy)-pyrimidin-4-yl]-amide). As a reaction SMILES: Cl.[NH2:2][CH2:3][C:4]1[CH:9]=[C:8]([C:10]2[N:15]=[C:14]([NH:16][S:17]([C:20]3[CH:25]=[CH:24][C:23]([CH3:26])=[CH:22][N:21]=3)(=[O:19])=[O:18])[C:13]([O:27][C:28]3[CH:33]=[CH:32][CH:31]=[CH:30][C:29]=3[O:34][CH3:35])=[C:12]([O:36][CH3:37])[N:11]=2)[CH:7]=[CH:6][N:5]=1.C(N(C(C)C)C(C)C)C.[CH3:47][S:48](Cl)(=[O:50])=[O:49].Cl>C(Cl)Cl.C(Cl)Cl.CO>[CH3:47][S:48]([NH:2][CH2:3][C:4]1[CH:9]=[C:8]([C:10]2[N:15]=[C:14]([NH:16][S:17]([C:20]3[CH:25]=[CH:24][C:23]([CH3:26])=[CH:22][N:21]=3)(=[O:19])=[O:18])[C:13]([O:27][C:28]3[CH:33]=[CH:32][CH:31]=[CH:30][C:29]=3[O:34][CH3:35])=[C:12]([O:36][CH3:37])[N:11]=2)[CH:7]=[CH:6][N:5]=1)(=[O:50])=[O:49] |f:0.1,6.7|. Reported procedure: A solution of 70 mg of 5-methyl-pyridine-2-sulfonic acid [2-(2-aminomethyl-pyridin-4-yl)-6-methoxy-5-(2-methoxy-phenoxy)-pyrimidin-4-yl]-amide hydrochloride, product of example 30 b), in CH2Cl2 (5 ml), was treated at RT with 50 mg of N-ethyldiisopropylamine, 15 mg of methanesulfonyl chloride and then refluxed for 18 h until the reaction was complete according to TLC analysis (CH2Cl2/MeOH: 95/5). The mixture was poured into cold diluted HCl and the product extracted into CH2Cl2. The organic layer... Reactants: C(=O)(C(F)(F)F)O (TFA), FC1=C(C=C(C=C1)F)C1=CC(=C(C(=N1)C)C)NC1=C2C(=NC=C1)CNN2CC2=CC=C(C=C2)OC (N-(6-(2,5-Difluorophenyl)-2,3-dimethylpyridin-4-yl)-1-(4-methoxybenzyl)-2H-pyrazolo[4,3-b]pyridin-7-amine), FC1=C(C=C(C=C1)F)C1=CC(=C(C(=N1)C)C)NC=1C=2C(N=CC1)=CN(N2)CC2=CC=C(C=C2)OC (N-(6-(2,5-difluorophenyl)-2,3-dimethylpyridin-4-yl)-2-(4-methoxybenzyl)-2H-pyrazolo[4,3-b]pyridin-7-amine). Run at temperature 70 celsius. Yields the product FC1=C(C=C(C=C1)F)C1=CC(=C(C(=N1)C)C)NC=1C=2C(N=CC1)=CNN2 (N-(6-(2,5-difluorophenyl)-2,3-dimethylpyridin-4-yl)-2H-pyrazolo[4,3-b]pyridin-7-amine), C(=O)(C(F)(F)F)O (TFA). RXN SMILES: [F:1][C:2]1[CH:7]=[CH:6][C:5]([F:8])=[CH:4][C:3]=1[C:9]1[N:14]=[C:13]([CH3:15])[C:12]([CH3:16])=[C:11]([NH:17][C:18]2[CH:23]=[CH:22][N:21]=[C:20]3[CH2:24][NH:25][N:26](CC4C=CC(OC)=CC=4)[C:19]=23)[CH:10]=1.FC1C=CC(F)=CC=1C1N=C(C)C(C)=C(NC2C3C(=CN(CC4C=CC(OC)=CC=4)N=3)N=CC=2)C=1.[C:71]([OH:77])([C:73]([F:76])([F:75])[F:74])=[O:72]>>[F:1][C:2]1[CH:7]=[CH:6][C:5]([F:8])=[CH:4][C:3]=1[C:9]1[N:14]=[C:13]([CH3:15])[C:12]([CH3:16])=[C:11]([NH:17][C:18]2[C:19]3[C:20](=[CH:24][NH:25][N:26]=3)[N:21]=[CH:22][CH:23]=2)[CH:10]=1.[C:71]([OH:77])([C:73]([F:76])([F:75])[F:74])=[O:72]. Reported procedure: N-(6-(2,5-Difluorophenyl)-2,3-dimethylpyridin-4-yl)-1-(4-methoxybenzyl)-2H-pyrazolo[4,3-b]pyridin-7-amine and N-(6-(2,5-difluorophenyl)-2,3-dimethylpyridin-4-yl)-2-(4-methoxybenzyl)-2H-pyrazolo[4,3-b]pyridin-7-amine was combined in TFA (5 mL) and heated at 70° C. for 12 hours. The reaction mixture was evaporated to give a residue which was purified via preparative HPLC using a gradient of 5-30% acetonitrile (containing 0.035% TFA) in water (containing 0.05% TFA) using a Sunfire Prep 5 μm C18, 75... Reactants: Nc1ccc(Cn2nc(Br)c3ccccc3c2=O)cc1, CC(=O)OC(C)=O, CC#N, c1ccncc1. The product is CC(=O)Nc1ccc(Cn2nc(Br)c3ccccc3c2=O)cc1. RXN SMILES: [Br:8][c:9]1[n:10][n:11]([CH2:20][c:21]2[cH:22][cH:23][c:24]([NH2:27])[cH:25][cH:26]2)[c:12](=[O:19])[c:13]2[cH:14][cH:15][cH:16][cH:17][c:18]12.[CH3:1][C:2]([O:3][C:5]([CH3:6])=[O:7])=[O:4].[CH3:34][C:35]#[N:36].[cH:28]1[cH:29][cH:30][n:31][cH:32][cH:33]1>>[C:5]([CH3:6])(=[O:7])[NH:27][c:24]1[cH:23][cH:22][c:21]([CH2:20][n:11]2[n:10][c:9]([Br:8])[c:18]3[c:13]([c:12]2=[O:19])[cH:14][cH:15][cH:16][cH:17]3)[cH:26][cH:25]1. Starting materials: O (water), C[O-].[Na+] (sodium methoxide), Cl.NC(=N)N (guanidine hydrochloride), C(#N)C=1N(C=CC1)C=1C=C(C(=O)OC)C=CC1 (methyl 3-(2-cyanopyrrol-1-yl)benzoate). The solvent is CN(C=O)C (N,N-dimethylformamide). Conditions: time 20 minute. The product is C(#N)C=1N(C=CC1)C=1C=C(C(=O)N=C(N)N)C=CC1 (2-[3-(2-cyanopyrrol-1-yl)benzoyl]guanidine). Isolated yield 63.4%. Reaction SMILES: C[O-].[Na+].Cl.[NH2:5][C:6]([NH2:8])=[NH:7].[C:9]([C:11]1[N:12]([C:16]2[CH:17]=[C:18]([CH:23]=[CH:24][CH:25]=2)[C:19](OC)=[O:20])[CH:13]=[CH:14][CH:15]=1)#[N:10].O>CN(C)C=O>[C:9]([C:11]1[N:12]([C:16]2[CH:17]=[C:18]([CH:23]=[CH:24][CH:25]=2)[C:19]([N:7]=[C:6]([NH2:8])[NH2:5])=[O:20])[CH:13]=[CH:14][CH:15]=1)#[N:10] |f:0.1,2.3|. Procedure: 28% Methanolic sodium methoxide (122.2 ml) was added to a solution of guanidine hydrochloride (63.7 g) in dry N,N-dimethylformamide (300 ml) and the mixture was stirred for 20 minutes at ambient temperature. To the mixture was added methyl 3-(2-cyanopyrrol-1-yl)benzoate (30.5 g), and the mixture was stirred for 2 hours at the same temperature. The reaction mixture was poured into water under stirring. The isolated precipitate was collected by filtration to give 2-[3-(2-cyanopyrrol-1-yl)benzoyl]g... Reported procedure: Following the procedure of Example 11(e) 4-[3,5-bis-(4-cyano-phenoxy)-benzoyl]-piperazine 0.35 g (0.82 mmol) and (3-bromo-propyl)-carbamic acid tert-butyl ester (0.195 g, 0.82 mmol) were used to afford 0.35 g of the required product. NMR (DMSO-d6): δ 1.39 (9H, s), 1.52 (2H, m), 2.35 (8H, m), 2.95 (2H, m), 3.56 (2H, brs), 6.79 (1H, m), 6.90 (2H, d), 7.04 (1H, t), 7.25 (4H, d), 7.88 (4H, d). Starting materials: C(#N)C1=CC=C(OC=2C=C(C(=O)N3CCNCC3)C=C(C2)OC2=CC=C(C=C2)C#N)C=C1 (4-[3,5-bis-(4-cyano-phenoxy)-benzoyl]-piperazine), C(C)(C)(C)OC(NCCCBr)=O ((3-bromo-propyl)-carbamic acid tert-butyl ester). Isolated yield 73.4%. RXN SMILES: [C:1]([C:3]1[CH:32]=[CH:31][C:6]([O:7][C:8]2[CH:9]=[C:10]([CH:19]=[C:20]([O:22][C:23]3[CH:28]=[CH:27][C:26]([C:29]#[N:30])=[CH:25][CH:24]=3)[CH:21]=2)[C:11]([N:13]2[CH2:18][CH2:17][NH:16][CH2:15][CH2:14]2)=[O:12])=[CH:5][CH:4]=1)#[N:2].[C:33]([O:37][C:38](=[O:44])[NH:39][CH2:40][CH2:41][CH2:42]Br)([CH3:36])([CH3:35])[CH3:34]>>[C:33]([O:37][C:38](=[O:44])[NH:39][CH2:40][CH2:41][CH2:42][N:16]1[CH2:17][CH2:18][N:13]([C:11](=[O:12])[C:10]2[CH:9]=[C:8]([O:7][C:6]3[CH:31]=[CH:32][C:3]([C:1]#[N:2])=[CH:4][CH:5]=3)[CH:21]=[C:20]([O:22][C:23]3[CH:28]=[CH:27][C:26]([C:29]#[N:30])=[CH:25][CH:24]=3)[CH:19]=2)[CH2:14][CH2:15]1)([CH3:36])([CH3:35])[CH3:34]. Product: C(C)(C)(C)OC(NCCCN1CCN(CC1)C(C1=CC(=CC(=C1)OC1=CC=C(C=C1)C#N)OC1=CC=C(C=C1)C#N)=O)=O ((3-{4-[3,5-Bis-(4-cyano-phenoxy)-benzoyl]-piperazin-1-yl}-propyl)-carbamic Acid Tert-butyl Ester). Reactants: COC([C@H](CC1=CC=C(C=C1)C1=CC=C(C=C1)C#N)NC(=O)[C@H]1NCC=2C=C3C(=CC2C1)OC[C@H](O3)C3=CC=C(C=C3)OCC3=CC(=C(C=C3)Cl)Cl)=O ((S)-3-(4′-Cyano-biphenyl-4-yl)-2-({(3R,8S)-3-[4-(3,4-dichloro-benzyloxy)-phenyl]-2,3,6,7,8,9-hexahydro-[1,4]dioxino[2,3-g]isoquinoline-8-carbonyl}-amino)-propionic acid methyl ester), BrCCCC1=CC=CC=C1 (1-(bromo-propyl)-benzene), C(=O)(O)[O-].[Na+] (NaHCO3). Solvent: CN(C)C=O (DMF). Yields the product COC([C@H](CC1=CC=C(C=C1)C1=CC=C(C=C1)C#N)NC(=O)[C@H]1N(CC=2C=C3C(=CC2C1)OC[C@H](O3)C3=CC=C(C=C3)OCC3=CC(=C(C=C3)Cl)Cl)C(CC)C3=CC=CC=C3)=O ((S)-3-(4′-cyano-biphenyl-4-yl)-2-{[(3R,8S)-3-[4-(3,4-dichloro-benzyloxy)-phenyl]-7-(1-phenyl-propyl)-2,3,6,7,8,9-hexahydro-[1,4]dioxino[2,3-g]isoquinoline-8-carbonyl]-amino}-propionic acid methyl ester). Reaction SMILES: [CH3:1][O:2][C:3](=[O:53])[C@@H:4]([NH:20][C:21]([C@@H:23]1[CH2:32][C:31]2[CH:30]=[C:29]3[O:33][CH2:34][C@@H:35]([C:37]4[CH:42]=[CH:41][C:40]([O:43][CH2:44][C:45]5[CH:50]=[CH:49][C:48]([Cl:51])=[C:47]([Cl:52])[CH:46]=5)=[CH:39][CH:38]=4)[O:36][C:28]3=[CH:27][C:26]=2[CH2:25][NH:24]1)=[O:22])[CH2:5][C:6]1[CH:11]=[CH:10][C:9]([C:12]2[CH:17]=[CH:16][C:15]([C:18]#[N:19])=[CH:14][CH:13]=2)=[CH:8][CH:7]=1.Br[CH2:55][CH2:56][CH2:57][C:58]1[CH:63]=[CH:62][CH:61]=[CH:60][CH:59]=1.C([O-])(O)=O.[Na+]>CN(C=O)C>[CH3:1][O:2][C:3](=[O:53])[C@@H:4]([NH:20][C:21]([C@@H:23]1[CH2:32][C:31]2[CH:30]=[C:29]3[O:33][CH2:34][C@@H:35]([C:37]4[CH:42]=[CH:41][C:40]([O:43][CH2:44][C:45]5[CH:50]=[CH:49][C:48]([Cl:51])=[C:47]([Cl:52])[CH:46]=5)=[CH:39][CH:38]=4)[O:36][C:28]3=[CH:27][C:26]=2[CH2:25][N:24]1[CH:57]([C:58]1[CH:63]=[CH:62][CH:61]=[CH:60][CH:59]=1)[CH2:56][CH3:55])=[O:22])[CH2:5][C:6]1[CH:11]=[CH:10][C:9]([C:12]2[CH:13]=[CH:14][C:15]([C:18]#[N:19])=[CH:16][CH:17]=2)=[CH:8][CH:7]=1 |f:2.3|. Procedure details: (S)-3-(4′-Cyano-biphenyl-4-yl)-2-({(3R,8S)-3-[4-(3,4-dichloro-benzyloxy)-phenyl]-2,3,6,7,8,9-hexahydro-[1,4]dioxino[2,3-g]isoquinoline-8-carbonyl}-amino)-propionic acid methyl ester was reacted with 1-(bromo-propyl)-benzene and NaHCO3 in DMF according to General Procedure P to give (S)-3-(4′-cyano-biphenyl-4-yl)-2-{[(3R,8S)-3-[4-(3,4-dichloro-benzyloxy)-phenyl]-7-(1-phenyl-propyl)-2,3,6,7,8,9-hexahydro-[1,4]dioxino[2,3-g]isoquinoline-8-carbonyl]-amino}-propionic acid methyl ester. This product, ...